This data is from the Open Reaction Database (ORD), a public repository of structured organic reaction records. The task is: describe an organic reaction: reactants, conditions, products, and yield Reported procedure: A mixture of 73.9 parts of 2-ethyl-3-(3-[2-propylphenoxy] propoxy)phenol, 35.0 parts of acetylene dicarboxylic acid, dimethyl ester and 4 parts of benzyl trimethyl ammonium hydroxide was warmed, with stirring, to 70° when an exothermic reaction occurred. The reaction mixture was maintained at 100°-120° for a further fifteen minutes, cooled, and 1000 parts of 1N sodium hydroxide solution was added. The mixture was extracted with chloroform and the chloroform extract washed with water and saturate... Yields the product C(C)C1=C(O/C(/C(=O)OC)=C\C(=O)OC)C=CC=C1OCCCOC1=C(C=CC=C1)CCC (Dimethyl 2-ethyl-3-(3-[2-propylphenoxy]propoxy)phenoxyfumarate). Starting materials: 73.9, C(C)C1=C(C=CC=C1OCCCOC1=C(C=CC=C1)CCC)O (2-ethyl-3-(3-[2-propylphenoxy] propoxy)phenol), C(#CC(=O)OC)C(=O)OC (acetylene dicarboxylic acid, dimethyl ester), [OH-].C(C1=CC=CC=C1)[N+](C)(C)C (benzyl trimethyl ammonium hydroxide), [OH-].[Na+] (sodium hydroxide), 43.4, dimethyl 2-ethyl-3-(3-[2-propylphenoxy]propoxy)phenoxy fumarate. As a reaction SMILES: [CH2:1]([C:3]1[C:8]([O:9][CH2:10][CH2:11][CH2:12][O:13][C:14]2[CH:19]=[CH:18][CH:17]=[CH:16][C:15]=2[CH2:20][CH2:21][CH3:22])=[CH:7][CH:6]=[CH:5][C:4]=1[OH:23])[CH3:2].[C:24]([C:30]([O:32][CH3:33])=[O:31])#[C:25][C:26]([O:28][CH3:29])=[O:27].[OH-].C([N+](C)(C)C)C1C=CC=CC=1.[OH-].[Na+]>>[CH2:1]([C:3]1[C:8]([O:9][CH2:10][CH2:11][CH2:12][O:13][C:14]2[CH:19]=[CH:18][CH:17]=[CH:16][C:15]=2[CH2:20][CH2:21][CH3:22])=[CH:7][CH:6]=[CH:5][C:4]=1[O:23]/[C:25](=[CH:24]\[C:30]([O:32][CH3:33])=[O:31])/[C:26]([O:28][CH3:29])=[O:27])[CH3:2] |f:2.3,4.5|. The reactants are ClC=1C=C2C(=CNC2=CC1)CCC1CCNCC1 (4-[2-(5-chloro-3-indolyl)-ethyl]-piperidine), C1(=C(C(=C(C(=C1F)F)F)N)F)N.Cl.Cl (dihydrochloride), [OH-].[Na+] (sodium hydroxide). Reagents/catalysts: [Cl-].C(C1=CC=CC=C1)[N+](CC)(CC)CC (benzyltriethylammonium chloride). Run in C(Cl)(Cl)Cl (chloroform), O (water). The product is ClC=1C=NC2=CC=C(C=C2C1CCC1CCNCC1)Cl (3,6-dichloro-4-[2-(4-piperidyl)-ethyl]-quinoline). As a reaction SMILES: ClC1[CH:3]=[C:4]2C(=CC=1)NC=[C:5]2[CH2:11][CH2:12][CH:13]1[CH2:18][CH2:17][NH:16][CH2:15][CH2:14]1.[OH-].[Na+].[C:21]1([NH2:32])[C:26](F)=[C:25](F)[C:24](F)=[C:23](N)[C:22]=1F.[ClH:33].[ClH:34]>[Cl-].C([N+](CC)(CC)CC)C1C=CC=CC=1.C(Cl)(Cl)Cl.O>[Cl:33][C:4]1[CH:3]=[N:32][C:21]2[C:22]([C:5]=1[CH2:11][CH2:12][CH:13]1[CH2:18][CH2:17][NH:16][CH2:15][CH2:14]1)=[CH:23][C:24]([Cl:34])=[CH:25][CH:26]=2 |f:1.2,3.4.5,6.7|. Procedure: The operation is as in Example 1, but starting from 11 g of 4-[2-(5-chloro-3-indolyl)-ethyl]-piperidine and 0.21 g of benzyltriethylammonium chloride in suspension in 100 ml of chloroform and 12.5 g of sodium hydroxide in solution in 25 ml of water. 2 g of 3,6-dichloro-4-[2-(4-piperidyl)-ethyl]-quinoline are finally obtained in the form of the dihydrochloride melting at 248° C. As a reaction SMILES: [CH3:13][Si:14]([N-:15][Si:16]([CH3:17])([CH3:18])[CH3:19])([CH3:20])[CH3:21].[CH3:23][c:24]1[cH:25][cH:26][cH:27][cH:28][cH:29]1.[CH3:31][CH2:32][O:33][C:34](=[O:35])[CH3:36].[CH:8]1([C:11]#[N:12])[CH2:9][CH2:10]1.[F:1][c:2]1[n:3][cH:4][cH:5][n:6][cH:7]1.[K+:22].[OH2:30]>>[c:2]1([C:8]2([C:11]#[N:12])[CH2:9][CH2:10]2)[n:3][cH:4][cH:5][n:6][cH:7]1. Reactants: C[Si](C)(C)[N-][Si](C)(C)C, Cc1ccccc1, CCOC(C)=O, N#CC1CC1, Fc1cnccn1, [K+], O. Product: N#CC1(c2cnccn2)CC1. The reactants are FC(F)(F)c1ccc(-n2cc3c(CBr)cccc3n2)cc1, O=C([O-])[O-], CC#N, [K+], [K+], O, CCOC(=O)COc1ccc(S)cc1C. Yields the product CCOC(=O)COc1ccc(SCc2cccc3nn(-c4ccc(C(F)(F)F)cc4)cc23)cc1C. Reaction SMILES: [Br:7][CH2:8][c:9]1[c:10]2[cH:11][n:12](-[c:18]3[cH:19][cH:20][c:21]([C:24]([F:25])([F:26])[F:27])[cH:22][cH:23]3)[n:13][c:14]2[cH:15][cH:16][cH:17]1.[C:1](=[O:2])([O-:3])[O-:4].[CH3:43][C:44]#[N:45].[K+:5].[K+:6].[OH2:46].[SH:28][c:29]1[cH:30][c:31]([CH3:42])[c:32]([O:33][CH2:34][C:35](=[O:36])[O:37][CH2:38][CH3:39])[cH:40][cH:41]1>>[CH2:8]([c:9]1[c:10]2[cH:11][n:12](-[c:18]3[cH:19][cH:20][c:21]([C:24]([F:25])([F:26])[F:27])[cH:22][cH:23]3)[n:13][c:14]2[cH:15][cH:16][cH:17]1)[S:28][c:29]1[cH:30][c:31]([CH3:42])[c:32]([O:33][CH2:34][C:35](=[O:36])[O:37][CH2:38][CH3:39])[cH:40][cH:41]1.